From a dataset of the Open Reaction Database (ORD), a public repository of structured organic reaction records. describe an organic reaction: reactants, conditions, products, and yield Starting materials: Cl(=O)[O-].[Na+] (sodium chlorite), P(=O)(O)([O-])[O-].[Na+].[Na+] (sodium hydrogen phosphate), CC1(C2=C(C(OC(C1)(C(F)(F)F)CC#C)O)C=CC=C2)C (5,5-dimethyl-3-prop-2-ynyl-3-trifluoromethyl-1,3,4,5-tetrahydrobenzo[c]oxepin-1-ol), solution, CC(C)=CC (2-methyl-2-butene), C1CCOC1 (THF). The solvent is O (water), C(C)(C)(C)O (tert-BuOH). Run at time 6 hour. The product is OC(CC(C)(C)C1=C(C(=O)O)C=CC=C1)(CC#C)C(F)(F)F (2-(3-hydroxy-1,1-dimethyl-3-trifluoromethylhex-5-ynyl)benzoic acid). Yield: 87.3%. RXN SMILES: [CH3:1][C:2]1([CH3:21])[CH2:8][C:7]([CH2:13][C:14]#[CH:15])([C:9]([F:12])([F:11])[F:10])[O:6][CH:5]([OH:16])[C:4]2[CH:17]=[CH:18][CH:19]=[CH:20][C:3]1=2.CC(=CC)C.C1C[O:30]CC1.Cl([O-])=O.[Na+].P([O-])([O-])(O)=O.[Na+].[Na+]>C(O)(C)(C)C.O>[OH:6][C:7]([C:9]([F:12])([F:11])[F:10])([CH2:13][C:14]#[CH:15])[CH2:8][C:2]([C:3]1[CH:20]=[CH:19][CH:18]=[CH:17][C:4]=1[C:5]([OH:30])=[O:16])([CH3:21])[CH3:1] |f:3.4,5.6.7|. Reported procedure: To a solution of 5,5-dimethyl-3-prop-2-ynyl-3-trifluoromethyl-1,3,4,5-tetrahydrobenzo[c]oxepin-1-ol (2.50 g, 8.38 mmol) in tert-BuOH (75 mL) was added a 2.0 M solution of 2-methyl-2-butene in THF (58 mL, 117 mmol). To this solution was added a solution of sodium chlorite (4.74 g, 42.0 mmol) and sodium hydrogen phosphate (11.57 g, 84.0 mmol) in water (37.5 mL). The reaction mixture was stirred for 6 hours then the volatiles were removed in vacuo. The aqueous mixture was then acidified to pH=1 wit... The reactants are ClC1=NC(=NC(=C1)Cl)OC (4,6-dichloro-2-methoxypyrimidine), ClC1=NC(=NC(=C1)Cl)OC (4,6-dichloro-2-methoxypyrimidine), ClC1=CC=C(C=C1)CCN (2-(4-chlorophenyl)-ethylamine), C([O-])(O)=O.[Na+] (sodium bicarbonate), O (water). Run in CCO (EtOH). The product is ClC1=CC(=NC(=N1)OC)NCCC1=CC=C(C=C1)Cl ((6-chloro-2-methoxy-pyrimidin-4-yl)-[2-(4-chlorophenyl)-ethyl]amine). Yield: 94.3%. Reaction SMILES: Cl[C:2]1[CH:7]=[C:6]([Cl:8])[N:5]=[C:4]([O:9][CH3:10])[N:3]=1.[Cl:11][C:12]1[CH:17]=[CH:16][C:15]([CH2:18][CH2:19][NH2:20])=[CH:14][CH:13]=1.C(=O)(O)[O-].[Na+].O>CCO>[Cl:8][C:6]1[N:5]=[C:4]([O:9][CH3:10])[N:3]=[C:2]([NH:20][CH2:19][CH2:18][C:15]2[CH:16]=[CH:17][C:12]([Cl:11])=[CH:13][CH:14]=2)[CH:7]=1 |f:2.3|. Procedure: A solution of 4,6-dichloro-2-methoxypyrimidine [0.7 g, Intermediate (4)], 2-(4-chlorophenyl)-ethylamine (0.66 g) and sodium bicarbonate (0.88 g) in EtOH (25 ml) is heated at 80° C. for three hours, poured into water (400 mL) and the solid is filtered and air dried affording (6-chloro-2-methoxy-pyrimidin-4-yl)-[2-(4-chlorophenyl)-ethyl]amine [1.1 g, Intermediate (14)]. MS: 299 (M+H). 1H NMR (CD3)2SO]: δ 8 (d, 2H, J=3 Hz); 7.4 (2H, d, J=3 Hz); 6.05 (1H, s); 4 (3H, s): 3.6-3.7 (2H, m); 2.95 (2H, t)...